From a dataset of the Open Reaction Database (ORD), a public repository of structured organic reaction records. describe an organic reaction: reactants, conditions, products, and yield The product is Br.COC=1C=C(C=C(C1OC)OC)N1CCNCC1 (4-(3,4,5-trimethoxyphenyl)piperazine monohydrobromide). Starting materials: COC=1C=C(N)C=C(C1OC)OC (3,4,5-trimethoxyaniline), Br.BrCCNCCBr (bis(β-bromoethyl)amine monohydrobromide), C([O-])([O-])=O.[Na+].[Na+] (sodium carbonate). Reaction SMILES: [CH3:1][O:2][C:3]1[CH:4]=[C:5]([CH:7]=[C:8]([O:12][CH3:13])[C:9]=1[O:10][CH3:11])[NH2:6].Br.[Br:15][CH2:16][CH2:17][NH:18][CH2:19][CH2:20]Br.C(=O)([O-])[O-].[Na+].[Na+]>CO>[BrH:15].[CH3:13][O:12][C:8]1[CH:7]=[C:5]([N:6]2[CH2:20][CH2:19][NH:18][CH2:17][CH2:16]2)[CH:4]=[C:3]([O:2][CH3:1])[C:9]=1[O:10][CH3:11] |f:1.2,3.4.5,7.8|. Procedure details: 18.3 Grams of 3,4,5-trimethoxyaniline and 31.2 g of bis(β-bromoethyl)amine monohydrobromide are mixed with 170 ml of methanol and refluxed by heating under a nitrogen gas stream for 10 hours. After cooling the reaction mixture, 5.3 g of anhydrous sodium carbonate are added to the mixture and refluxed by heating for and additional 10 hours. Under reduced pressure, about 70 ml of methanol are removed off by distillation, and the mixture is allowed to stand to cool at room temperature. The crystals... Run in CO (methanol).